From a dataset of the Open Reaction Database (ORD), a public repository of structured organic reaction records. describe an organic reaction: reactants, conditions, products, and yield Reactants: C1(CCCCC1)CC1N(CCCC1)CC(C)C1=CC(=CC=C1)C(C1=C(C=CC=C1Cl)Cl)O (2-Cyclohexylmethyl-1-{2-[3-(α-hydroxy-2,6-dichlorobenzyl)phenyl]propyl}piperidine), C1(CCCCC1)CC1N(CCCC1)CC(C)C1=CC(=CC=C1)Br (2-cyclohexylmethyl-1-[2-(3-bromophenyl)propyl]piperidine), C(CCC)[Li] (butyl lithium). The solvent is C(C)OCC (diethyl ether). Product: ClC1=C(C=O)C(=CC=C1)Cl (2,6-dichlorobenzaldehyde). RXN SMILES: C1(CC2CCCCN2CC(C2C=CC=C([CH:23]([OH:32])[C:24]3[C:29]([Cl:30])=[CH:28][CH:27]=[CH:26][C:25]=3[Cl:31])C=2)C)CCCCC1.C1(CC2CCCCN2CC(C2C=CC=C(Br)C=2)C)CCCCC1.C([Li])CCC>C(OCC)C>[Cl:30][C:29]1[CH:28]=[CH:27][CH:26]=[C:25]([Cl:31])[C:24]=1[CH:23]=[O:32]. Reported procedure: 2-Cyclohexylmethyl-1-{2-[3-(α-hydroxy-2,6-dichlorobenzyl)phenyl]propyl}piperidine (yellow oil) prepared by reaction of 18.9 g. (0.05 mole) of 2-cyclohexylmethyl-1-[2-(3-bromophenyl)propyl]piperidine with 0.1 mole of butyl lithium in diethyl ether followed by 19.2 g. (0.11 mole) of 2,6-dichlorobenzaldehyde to give 19.3 g. of product. Reactants: NC1=C(NC2=C(C3=C(S2)C=CC=C3)C(=O)OCC)C=CC=C1 (Ethyl 2-(2-aminoanilino)benzo[b]thiophene-3-carboxylate), CN1CCNCC1 (1-methylpiperazine), ice water. The reagents and catalysts are [Ti](Cl)(Cl)(Cl)Cl (titanium tetrachloride). Solvent: C1(=CC=CC=C1)OC (anisole). Yields the product CN1CCN(CC1)C=1C2=C(NC3=C(N1)C=CC=C3)SC3=C2C=CC=C3 (12-(4-methylpiperazin-1-yl)-6H-[1]benzothieno[2,3-b][1,5]benzodiazepine). RXN SMILES: [NH2:1][C:2]1[CH:22]=[CH:21][CH:20]=[CH:19][C:3]=1[NH:4][C:5]1[S:9][C:8]2[CH:10]=[CH:11][CH:12]=[CH:13][C:7]=2[C:6]=1[C:14](OCC)=O.[CH3:23][N:24]1[CH2:29][CH2:28][NH:27][CH2:26][CH2:25]1>C1(OC)C=CC=CC=1.[Ti](Cl)(Cl)(Cl)Cl>[CH3:23][N:24]1[CH2:29][CH2:28][N:27]([C:14]2[C:6]3[C:7]4[CH:13]=[CH:12][CH:11]=[CH:10][C:8]=4[S:9][C:5]=3[NH:4][C:3]3[CH:19]=[CH:20][CH:21]=[CH:22][C:2]=3[N:1]=2)[CH2:26][CH2:25]1. Procedure: Ethyl 2-(2-aminoanilino)benzo[b]thiophene-3-carboxylate (3.5 g) and 1-methylpiperazine (20 ml) were dissolved in anisole (50 ml), titanium tetrachloride (3.1 ml) was added dropwise while stirring the mixture at room temperature. After the completion of dropwise addition, the mixture was stirred at 140° C. for 20 hours. The reaction mixture was cooled to 80° C. and poured into ice water. The resultant precipitate was filtrated. The filtrate was extracted with ethyl acetate (900 ml), washed with s... The reactants are N[C@](CC(=O)O)(CC(CC)C)C (3(S)-Amino-3,5-dimethyl-heptanoic acid), N[C@](CC(=O)O)(CC(CCCC)C)C (3(S)-Amino-3,5-dimethyl-nonanoic acid), C(CCCCCCCCC)[N+](=O)[O-] (C10H21NO2). Yields the product N[C@](CC(=O)O)(CC(CCC)C)C (3(S)-Amino-3,5-dimethyl-octanoic acid). As a reaction SMILES: N[C@@](C)(CC(C)CC)CC(O)=O.[NH2:13][C@@:14]([CH3:26])([CH2:19][CH:20]([CH3:25])[CH2:21][CH2:22][CH2:23]C)[CH2:15][C:16]([OH:18])=[O:17].C([N+]([O-])=O)CCCCCCCCC>>[NH2:13][C@@:14]([CH3:26])([CH2:19][CH:20]([CH3:25])[CH2:21][CH2:22][CH3:23])[CH2:15][C:16]([OH:18])=[O:17]. Procedure details: A procedure similar to that of 3(S)-Amino-3,5-dimethyl-heptanoic acid was used to prepare 3(S)-Amino-3,5-dimethyl-nonanoic acid. m/z 188.1 (C10H21NO2+H). Starting materials: [N+](=O)([O-])NC1=NC=C(C(N1)=O)CC=1C=NC=CC1 (2-nitroamino-5-(3-pyridylmethyl)-4-pyrimidone), NC=1C(=NC=CC1)CCCCN (4-(3-amino-2-pyridyl)butylamine). Yields the product NC=1C(=NC=CC1)CCCCNC1=NC=C(C(N1)=O)CC=1C=NC=CC1 (2-[4-(3-amino-2-pyridyl)butylamino]-5-(3-pyridylmethyl)-4-pyrimidone). As a reaction SMILES: [N+]([NH:4][C:5]1[NH:10][C:9](=[O:11])[C:8]([CH2:12][C:13]2[CH:14]=[N:15][CH:16]=[CH:17][CH:18]=2)=[CH:7][N:6]=1)([O-])=O.[NH2:19][C:20]1[C:21]([CH2:26][CH2:27][CH2:28][CH2:29]N)=[N:22][CH:23]=[CH:24][CH:25]=1>>[NH2:19][C:20]1[C:21]([CH2:26][CH2:27][CH2:28][CH2:29][NH:4][C:5]2[NH:10][C:9](=[O:11])[C:8]([CH2:12][C:13]3[CH:14]=[N:15][CH:16]=[CH:17][CH:18]=3)=[CH:7][N:6]=2)=[N:22][CH:23]=[CH:24][CH:25]=1. Procedure details: Using a procedure similar to that of Example 16, 2-nitroamino-5-(3-pyridylmethyl)-4-pyrimidone was reacted with 1.1 molar equivalents of 4-(3-amino-2-pyridyl)butylamine, to give 2-[4-(3-amino-2-pyridyl)butylamino]-5-(3-pyridylmethyl)-4-pyrimidone, m.p. 130°-1.5°. Starting materials: CN(C)C=O, COC(=O)c1ccc(C(=O)O)cc1, COCCOC, CCN(C(C)C)C(C)C, O=S(Cl)Cl. Yields the product COC(=O)c1ccc(C(=O)O)cc1, CCN(C(C)C)C(C)C, [Cl-]. Reaction SMILES: [CH3:14][N:15]([CH3:16])[CH:17]=[O:18].[CH3:1][O:2][C:3]([c:4]1[cH:5][cH:6][c:7]([C:8](=[O:9])[OH:10])[cH:11][cH:12]1)=[O:13].[CH3:32][O:33][CH2:34][CH2:35][O:36][CH3:37].[CH:23]([CH3:24])([CH3:25])[N:26]([CH:27]([CH3:28])[CH3:29])[CH2:30][CH3:31].[S:19]([Cl:20])([Cl:21])=[O:22]>>[CH3:1][O:2][C:3]([c:4]1[cH:5][cH:6][c:7]([C:8](=[O:9])[OH:10])[cH:11][cH:12]1)=[O:13].[CH:23]([CH3:24])([CH3:25])[N:26]([CH:27]([CH3:28])[CH3:29])[CH2:30][CH3:31].[Cl-:21]. Reactants: CN(C)C(=[N+](C)C)ON1C2=C(C=CC=C2)N=N1.[B-](F)(F)(F)F (TBTU), C(C)C=1C2=CC=C3CCCCC4=NN=C(N[C@H](C(N5[C@@H](C[C@@H](OC(=NC1)C2=C3)C5)C(=O)O)=O)C(C)C)O4 ((3R,5S,8S)-22-ethyl-8-isopropyl-7-oxo-2,27-dioxa-6,9,11,12,24-pentaazapentacyclo[16.6.2.13,6.110,13.021,25]octacosa-1(24),10,12,18,20,22,25-heptaene-5-carboxylic acid), CN(C)C=O (DMF), CCN(C(C)C)C(C)C (iPr2NEt), Cl.N[C@]1([C@H](C1)CC)C(=O)NNS(=O)(=O)C1CC1 ((1R,2S)-1-amino-N-(cyclopropylsulfonyl)amino-2-ethylcyclopropane carboxamide hydrochloride). Reaction conditions: time 12 hour. The product is C1(CC1)S(=O)(=O)NC(=O)[C@@]1([C@@H](C1)C=C)NC(=O)[C@@H]1C[C@H]2OC3=NC=C(C4=CC=C(CCCCC5=NN=C(N[C@H](C(N1C2)=O)C(C)C)O5)C=C34)CC ((3R,5S,8S)—N-((1R,2S)-1-{[(cyclopropylsulfonyl)amino]carbonyl}-2-vinylcyclopropyl)-22-ethyl-8-isopropyl-7-oxo-2,27-dioxa-6,9,11,12,24-pentaazapentacyclo[16.6.2.13,6.110,13.021,25]octacosa-1(24),10,12,18,20,22,25-heptaene-5-carboxamide). Reaction SMILES: [CH2:1]([C:3]1[C:4]2[C:27]3=[CH:28][C:7]([CH2:8][CH2:9][CH2:10][CH2:11][C:12]4[O:37][C:15]([NH:16][C@@H:17]([CH:34]([CH3:36])[CH3:35])[C:18](=[O:33])[N:19]5[CH2:29][C@H:22]([O:23][C:24]3=[N:25][CH:26]=1)[CH2:21][C@H:20]5[C:30](O)=[O:31])=[N:14][N:13]=4)=[CH:6][CH:5]=2)[CH3:2].Cl.N[C@]1(C(NN[S:49]([CH:52]2[CH2:54][CH2:53]2)(=[O:51])=[O:50])=O)C[C@@H]1CC.CCN(C(C)C)C(C)C.CN(C(O[N:72]1N=[N:79][C:74]2[CH:75]=[CH:76][CH:77]=[CH:78][C:73]1=2)=[N+](C)C)C.[B-](F)(F)(F)F.CN(C=[O:90])C>>[CH:52]1([S:49]([NH:79][C:74]([C@@:73]2([NH:72][C:30]([C@H:20]3[N:19]4[CH2:29][C@H:22]([O:23][C:24]5[C:27]6[C:4](=[CH:5][CH:6]=[C:7]([CH:28]=6)[CH2:8][CH2:9][CH2:10][CH2:11][C:12]6[O:37][C:15]([NH:16][C@@H:17]([CH:34]([CH3:35])[CH3:36])[C:18]4=[O:33])=[N:14][N:13]=6)[C:3]([CH2:1][CH3:2])=[CH:26][N:25]=5)[CH2:21]3)=[O:31])[CH2:78][C@H:77]2[CH:76]=[CH2:75])=[O:90])(=[O:51])=[O:50])[CH2:54][CH2:53]1 |f:1.2,4.5|. Procedure details: (3R,5S,8S)-22-ethyl-8-isopropyl-7-oxo-2,27-dioxa-6,9,11,12,24-pentaazapentacyclo[16.6.2.13,6.110,13.021,25]octacosa-1(24),10,12,18,20,22,25-heptaene-5-carboxylic acid (from Step 3) was dissolved in DMF and to this solution was added Intermediate 2 followed by iPr2NEt (3.5 eq) and TBTU (1.09 eq). The resulting reaction mixture was stirred 12 h at RT and purified by reverse phase HPLC to give the title compound as a white solid. 1H NMR (600 MHz, DMSO-d6) δ 10.33 (s, 1H), 8.92 (s, 1H), 7.96 (d, J 9...